From a dataset of the Open Reaction Database (ORD), a public repository of structured organic reaction records. describe an organic reaction: reactants, conditions, products, and yield Reactants: ClCCl, Cc1ccc(CO)c(N)n1. Product: Cc1ccc(C=O)c(N)n1. As a reaction SMILES: [CH2:11]([Cl:12])[Cl:13].[NH2:1][c:2]1[n:3][c:4]([CH3:10])[cH:5][cH:6][c:7]1[CH2:8][OH:9]>>[NH2:1][c:2]1[n:3][c:4]([CH3:10])[cH:5][cH:6][c:7]1[CH:8]=[O:9].